This data is from the Open Reaction Database (ORD), a public repository of structured organic reaction records. The task is: describe an organic reaction: reactants, conditions, products, and yield Starting materials: NC1=C(C(=O)OC)C=C(C=C1)I (Methyl 2-amino-5-iodobenzoate), C(=O)N (formamide). Product: IC=1C=C2C(NC=NC2=CC1)=O (6-Iodoquinazolin-4(3H)-one). As a reaction SMILES: [NH2:1][C:2]1[CH:11]=[CH:10][C:9]([I:12])=[CH:8][C:3]=1[C:4](OC)=[O:5].[CH:13]([NH2:15])=O>>[I:12][C:9]1[CH:8]=[C:3]2[C:2](=[CH:11][CH:10]=1)[N:1]=[CH:13][NH:15][C:4]2=[O:5]. Procedure: Methyl 2-amino-5-iodobenzoate (17.8 g, 64 mmol) was heated in 300 mL of formamide at 190° C. for 2 hours. The mixture was cooled to room temperature and the solid product was filtrated and dried in vacuum. The formed product 1403-174 was used without further purification. (10 g, 56.1%): LC-MS: 273 [M+1]+, 1H NMR (DMSO-d6): δ 7.46 (d, J=9.0 Hz, 1H), 8.10 (m, 2H), 8.36 (d, J=2.1 Hz, 1 H), 12.40 (s, 1H).